describe an organic reaction: reactants, conditions, products, and yield From a dataset of the Open Reaction Database (ORD), a public repository of structured organic reaction records. Reactants: C12CN(CC(CC1)CC2)C(=O)CN2C(C(N=C(C1=C2C(=CC=C1)Cl)C1=C(C=CC=C1)F)NC(=O)OC(C)(C)C)=O ((3RS)-1-[(3-azabicyclo[3.2.2]non-3-yl)carbonylmethyl]-9-chloro-2,3-dihydro-5-(2-fluorophenyl)-3-tert-butoxycarbonylamino-1H-1,4-benzodiazepin-2-one), Cl (hydrochloric acid), C([O-])(O)=O.[Na+] (sodium bicarbonate). Solvent: C(C)(=O)OCC (ethyl acetate), C(C)(=O)OCC (ethyl acetate). Run at temperature 0 celsius, time 5.5 hour. Product: NC1C(N(C2=C(C(=N1)C1=C(C=CC=C1)F)C=CC=C2Cl)CC(=O)N2CC1CCC(C2)CC1)=O ((3RS)-3-amino-1-[(3-azabicyclo[3.2.2]non-3-yl)carbonylmethyl]-9-chloro-2,3-dihydro-5-(2-fluorophenyl)-1H-1,4-benzodiazepin-2-one). Yield: 100.9%. RXN SMILES: [CH:1]12[CH2:9][CH2:8][CH:5]([CH2:6][CH2:7]1)[CH2:4][N:3]([C:10]([CH2:12][N:13]1[C:19]3[C:20]([Cl:24])=[CH:21][CH:22]=[CH:23][C:18]=3[C:17]([C:25]3[CH:30]=[CH:29][CH:28]=[CH:27][C:26]=3[F:31])=[N:16][CH:15]([NH:32]C(OC(C)(C)C)=O)[C:14]1=[O:40])=[O:11])[CH2:2]2.Cl.C(=O)(O)[O-].[Na+]>C(OCC)(=O)C>[NH2:32][CH:15]1[N:16]=[C:17]([C:25]2[CH:30]=[CH:29][CH:28]=[CH:27][C:26]=2[F:31])[C:18]2[CH:23]=[CH:22][CH:21]=[C:20]([Cl:24])[C:19]=2[N:13]([CH2:12][C:10]([N:3]2[CH2:4][CH:5]3[CH2:8][CH2:9][CH:1]([CH2:7][CH2:6]3)[CH2:2]2)=[O:11])[C:14]1=[O:40] |f:2.3|. Procedure details: A mixture of (3RS)-1-[(3-azabicyclo[3.2.2]non-3-yl)carbonylmethyl]-9-chloro-2,3-dihydro-5-(2-fluorophenyl)-3-tert-butoxycarbonylamino-1H-1,4-benzodiazepin-2-one (660 mg) and 4N aqueous hydrochloric acid in ethyl acetate (3 ml) was stirred at 0° C. for 5.5 hours. A saturated aqueous solution of sodium bicarbonate and ethyl acetate were added to the reaction mixture. The separated organic layer was washed with water and brine, and then dried over sodium sulfate. The solvent was evaporated in vacuo...